This data is from the Open Reaction Database (ORD), a public repository of structured organic reaction records. The task is: describe an organic reaction: reactants, conditions, products, and yield Starting materials: C1(CCCCC1)N1C[C@H]([C@@H](C1)NC)O (trans-1-cyclohexyl-4-methylamino-3-pyrrolidinol), C([O-])([O-])=O.[K+].[K+] (potassium carbonate), ClC1=CC=C(C(=O)Cl)C=C1 (p-chlorobenzoyl chloride). Yields the product Cl.ClC1=CC=C(C(=O)N(C)[C@@H]2CN(C[C@H]2O)C2CCCCC2)C=C1 (Trans-4-chloro-N-(1-cyclohexyl-4-hydroxy-3-pyrrolidinyl)-N-methylbenzamide Hydrochloride). RXN SMILES: [CH:1]1([N:7]2[CH2:11][C@@H:10]([NH:12][CH3:13])[C@H:9]([OH:14])[CH2:8]2)[CH2:6][CH2:5][CH2:4][CH2:3][CH2:2]1.C(=O)([O-])[O-].[K+].[K+].[Cl:21][C:22]1[CH:30]=[CH:29][C:25]([C:26](Cl)=[O:27])=[CH:24][CH:23]=1>>[ClH:21].[Cl:21][C:22]1[CH:30]=[CH:29][C:25]([C:26]([N:12]([C@H:10]2[C@H:9]([OH:14])[CH2:8][N:7]([CH:1]3[CH2:2][CH2:3][CH2:4][CH2:5][CH2:6]3)[CH2:11]2)[CH3:13])=[O:27])=[CH:24][CH:23]=1 |f:1.2.3,5.6|. Reported procedure: This compound was made according to the procedure of Example 11, using 10 g trans-1-cyclohexyl-4-methylamino-3-pyrrolidinol, 10 g of potassium carbonate and 8.9 g of p-chlorobenzoyl chloride in comparable quantities of solvent. The melting point of the salt was 215.0°-218° C. Starting materials: CCN(C(C)C)C(C)C, CCCCO, Clc1ccc2ncnn2n1, c1ccc(C(OC2CCNCC2)c2ccccc2)cc1. The product is c1ccc(C(OC2CCN(c3ccc4ncnn4n3)CC2)c2ccccc2)cc1. RXN SMILES: [CH2:31]([N:32]([CH:33]([CH3:34])[CH3:35])[CH:36]([CH3:37])[CH3:38])[CH3:39].[CH2:40]([OH:41])[CH2:42][CH2:43][CH3:44].[Cl:21][c:22]1[cH:23][cH:24][c:25]2[n:26]([n:27]1)[n:28][cH:29][n:30]2.[c:1]1([CH:7]([O:8][CH:9]2[CH2:10][CH2:11][NH:12][CH2:13][CH2:14]2)[c:15]2[cH:16][cH:17][cH:18][cH:19][cH:20]2)[cH:2][cH:3][cH:4][cH:5][cH:6]1>>[c:1]1([CH:7]([O:8][CH:9]2[CH2:10][CH2:11][N:12]([c:22]3[cH:23][cH:24][c:25]4[n:26]([n:27]3)[n:28][cH:29][n:30]4)[CH2:13][CH2:14]2)[c:15]2[cH:16][cH:17][cH:18][cH:19][cH:20]2)[cH:2][cH:3][cH:4][cH:5][cH:6]1.